Dataset: the Open Reaction Database (ORD), a public repository of structured organic reaction records. Task: describe an organic reaction: reactants, conditions, products, and yield As a reaction SMILES: [F:1][C:2]([F:8])([F:7])[C:3](=O)[CH:4]=O.[CH2:9]([NH:16][CH2:17][CH2:18][NH2:19])[C:10]1[CH:15]=[CH:14][CH:13]=[CH:12][CH:11]=1.[BH3-]C#N.[Na+].[OH-].[Na+]>CN(C=O)C>[CH2:9]([N:16]1[CH2:17][CH2:18][NH:19][CH:3]([C:2]([F:8])([F:7])[F:1])[CH2:4]1)[C:10]1[CH:15]=[CH:14][CH:13]=[CH:12][CH:11]=1 |f:2.3,4.5|. The reactants are C(C1=CC=CC=C1)NCCN (N-benzylethane-1,2-diamine), [BH3-]C#N.[Na+] (NaBH3CN), [OH-].[Na+] (NaOH), FC(C(C=O)=O)(F)F (3,3,3-trifluoro-2-oxopropanal), FC(C(C=O)=O)(F)F (3,3,3-trifluoro-2-oxopropanal). Yields the product C(C1=CC=CC=C1)N1CC(NCC1)C(F)(F)F (1-benzyl-3-(trifluoromethyl)piperazine). Solvent: CN(C)C=O (DMF), CN(C)C=O (DMF). Run at time 8 hour. Reported procedure: A solution of 3,3,3-trifluoro-2-oxopropanal (0.31 g, 2.3 mmol; Intermediate 43) in DMF (10 mL) was cooled to 0° C. and a solution of N-benzylethane-1,2-diamine (0.37 g, 2.72 mmol) in DMF (10 mL) was added. After being stirred at room temperature overnight, the mixture was concentrated in vacuo. The residue was redissolved in THF (5 mL) and citrate buffer (5.3 mL; 0.4 M), followed by NaBH3CN (0.31 g, 4.9 mmol), were added. The resulting mixture was stirred at room temperature overnight. The mixtu... Yield: 11.7%. The reactants are C1=C(C=CC2=CC=CC=C12)NC([C@@H](N(C)C([C@@H](NC(=O)OC(C)(C)C)CC1=CC=CC=C1)=O)CCCNC(NC(=O)OC(C)(C)C)=NC(=O)OC(C)(C)C)=O (Boc-Phenylalanyl-Nω,Nω′-bis-Boc-Nα-methylarginine β-naphthylamide), FC(C(=O)O)(F)F (trifluoroacetic acid). Yields the product FC(C(=O)O)(F)F.C1=C(C=CC2=CC=CC=C12)NC([C@@H](N(C)C([C@@H](N)CC1=CC=CC=C1)=O)CCCNC(N)=N)=O (Phenylalanyl-Nα-Methylarginine β-Naphthylamide Trifluoroacetate). Reaction SMILES: [CH:1]1[C:10]2[C:5](=[CH:6][CH:7]=[CH:8][CH:9]=2)[CH:4]=[CH:3][C:2]=1[NH:11][C:12](=[O:55])[C@H:13]([CH2:34][CH2:35][CH2:36][NH:37][C:38](=[N:47]C(OC(C)(C)C)=O)[NH:39]C(OC(C)(C)C)=O)[N:14]([C:16](=[O:33])[C@H:17]([CH2:26][C:27]1[CH:32]=[CH:31][CH:30]=[CH:29][CH:28]=1)[NH:18]C(OC(C)(C)C)=O)[CH3:15].[F:56][C:57]([F:62])([F:61])[C:58]([OH:60])=[O:59]>>[F:56][C:57]([F:62])([F:61])[C:58]([OH:60])=[O:59].[CH:1]1[C:10]2[C:5](=[CH:6][CH:7]=[CH:8][CH:9]=2)[CH:4]=[CH:3][C:2]=1[NH:11][C:12](=[O:55])[C@H:13]([CH2:34][CH2:35][CH2:36][NH:37][C:38](=[NH:39])[NH2:47])[N:14]([C:16](=[O:33])[C@H:17]([CH2:26][C:27]1[CH:32]=[CH:31][CH:30]=[CH:29][CH:28]=1)[NH2:18])[CH3:15] |f:2.3|. Procedure details: Boc-Phenylalanyl-Nω,Nω′-bis-Boc-Nα-methylarginine β-naphthylamide was treated with trifluoroacetic acid (Procedure E), followed by HPLC purification (Method A) to afford a white solid (45 mg): 1H NMR (400 MHz, D2O) δ1.70 (m, 2H), 1.92 (m, 1H), 2.15 (m, 1H), 2.82 (s, 3H), 3.42 (m, 4H), 4.83 (HOD with proton hidden), 5.19 (m, 1H), 7.18 (m, 2H), 7.31 (m, 1H), 7.68 (m, 4H), 8.15 (m, 4H), and 8.20 (s, 1H). The reactants are NC=1SC(=NN1)S (2-Amino-5-mercapto-1,3,4-thiadiazole), C(C(C)C)Br (isobutyl bromide), [OH-].[K+] (potassium hydroxide). Solvent: CO (methanol). Product: NC=1SC(=NN1)SCC(C)C (2-amino-5-isobutylthio-1,3,4-thiadiazole). Isolated yield 38.7%. As a reaction SMILES: [NH2:1][C:2]1[S:3][C:4]([SH:7])=[N:5][N:6]=1.[CH2:8](Br)[CH:9]([CH3:11])[CH3:10].[OH-].[K+]>CO>[NH2:1][C:2]1[S:3][C:4]([S:7][CH2:8][CH:9]([CH3:11])[CH3:10])=[N:5][N:6]=1 |f:2.3|. Procedure: 2-Amino-5-mercapto-1,3,4-thiadiazole (2.0 g), isobutyl bromide (2.1 g), and potassium hydroxide (0.8 g) were stirred in methanol (50 ml) overnight at room temperature. The reaction mixture was concentrated under a vacuum. The residue, with water added thereto, was extracted with ethyl acetate. The extract was dried over sodium sulfate anhydride, and then concentrated under a vacuum. The resulting solid was recrystallized from n-hexane/ethanol, thereby yielding 1.1 g of the aimed compound. The reactants are C(C)(C)(C)O[C@H](C(=O)OC)C1=C2N3CCC(OCCCC[C@@H](OC=4C=CC(=CC4C4=CC=CC(C5=CN2C(C(=C1C)C(F)F)=N5)=C4)F)C)(CC3)C (methyl(2S)-2-(tert-butoxy)-2-[(22S)-5-(difluoromethyl)-17-fluoro-4,22,28-trimethyl-21,27-dioxa-1,7,34-triazahexacyclo[26.2.2.16,9.110,14.02,7.015,20]tetratriaconta-2,4,6(34),8,10(33),11,13,15(20),16,18-decaen-3-yl]acetate), C(C)(C)(C)O[C@H](C(=O)O)C1=C2N3CCC(OCCCC[C@@H](OC=4C=CC(=CC4C4=CC=CC(C5=C(N2C(C=C1C)=N5)Cl)=C4)C)C)(CC3)C ((2S)-2-(tert-butoxy)-2-[(22S)-8-chloro-4,17,22,28-tetramethyl-21,27-dioxa-1,7,34-triazahexacyclo[26.2.2.16,9.110,14.02,7.015,20]tetratriaconta-2,4,6(34),8,10(33),11,13,15(20),16,18-decaen-3-yl]acetic acid). Yields the product C(C)(C)(C)O[C@H](C(=O)O)C1=C2N3CCC(OCCCC[C@@H](OC=4C=CC(=CC4C4=CC=CC(C5=CN2C(C(=C1C)C(F)F)=N5)=C4)F)C)(CC3)C ((2S)-2-(tert-Butoxy)-2-[(22S)-5-(difluoromethyl)-17-fluoro-4,22,28-trimethyl-21,27-dioxa-1,7,34-triazahexacyclo[26.2.2.16,9.110,14.02,7.015,20]tetratriaconta-2,4,6(34),8,10(33),11,13,15(20),16,18-decaen-3-yl]acetic acid). Yield: 19.1%. As a reaction SMILES: [C:1]([O:5][C@@H:6]([C:11]1[C:40]([CH3:41])=[C:39]([CH:42]([F:44])[F:43])[C:38]2=[N:45][C:35]3=[CH:36][N:37]2[C:12]=1[N:13]1[CH2:50][CH2:49][C:16]([CH3:51])([O:17][CH2:18][CH2:19][CH2:20][CH2:21][C@H:22]([CH3:48])[O:23][C:24]2[CH:25]=[CH:26][C:27]([F:47])=[CH:28][C:29]=2[C:30]2[CH:46]=[C:34]3[CH:33]=[CH:32][CH:31]=2)[CH2:15][CH2:14]1)[C:7]([O:9]C)=[O:8])([CH3:4])([CH3:3])[CH3:2].C(O[C@@H](C1C(C)=CC2=NC3=C(Cl)N2C=1N1CCC(C)(OCCCC[C@H](C)OC2C=CC(C)=CC=2C2C=C3C=CC=2)CC1)C(O)=O)(C)(C)C>>[C:1]([O:5][C@@H:6]([C:11]1[C:40]([CH3:41])=[C:39]([CH:42]([F:43])[F:44])[C:38]2=[N:45][C:35]3=[CH:36][N:37]2[C:12]=1[N:13]1[CH2:14][CH2:15][C:16]([CH3:51])([O:17][CH2:18][CH2:19][CH2:20][CH2:21][C@H:22]([CH3:48])[O:23][C:24]2[CH:25]=[CH:26][C:27]([F:47])=[CH:28][C:29]=2[C:30]2[CH:46]=[C:34]3[CH:33]=[CH:32][CH:31]=2)[CH2:49][CH2:50]1)[C:7]([OH:9])=[O:8])([CH3:4])([CH3:2])[CH3:3]. Procedure: Prepared in 19.1% yield from methyl(2S)-2-(tert-butoxy)-2-[(22S)-5-(difluoromethyl)-17-fluoro-4,22,28-trimethyl-21,27-dioxa-1,7,34-triazahexacyclo[26.2.2.16,9.110,14.02,7.015,20]tetratriaconta-2,4,6(34),8,10(33),11,13,15(20),16,18-decaen-3-yl]acetate following the procedure for (2S)-2-(tert-butoxy)-2-[(22S)-8-chloro-4,17,22,28-tetramethyl-21,27-dioxa-1,7,34-triazahexacyclo[26.2.2.16,9.110,14.02,7.015,20]tetratriaconta-2,4,6(34),8,10(33),11,13,15(20),16,18-decaen-3-yl]acetic acid. 1H NMR (500 MHz... Starting materials: C(C)OC(=O)NC1=C(C#N)C=C(C=C1)[N+](=O)[O-] (2-(ethoxycarbonylamino)-5-nitrobenzonitrile), BrCC(=O)C1=CC(=CC=C1)Cl (2-bromo-3′-chloroacetophenone). The product is NC1=C(N(C2=CC=C(C=C12)[N+](=O)[O-])C(=O)OCC)C(C1=CC(=CC=C1)Cl)=O (3-Amino-2-(3-chlorobenzoyl)-1-(ethoxycarbonyl)-5-nitroindole). Reaction SMILES: [CH2:1]([O:3][C:4]([NH:6][C:7]1[CH:14]=[CH:13][C:12]([N+:15]([O-:17])=[O:16])=[CH:11][C:8]=1[C:9]#[N:10])=[O:5])[CH3:2].Br[CH2:19][C:20]([C:22]1[CH:27]=[CH:26][CH:25]=[C:24]([Cl:28])[CH:23]=1)=[O:21]>>[NH2:10][C:9]1[C:8]2[C:7](=[CH:14][CH:13]=[C:12]([N+:15]([O-:17])=[O:16])[CH:11]=2)[N:6]([C:4]([O:3][CH2:1][CH3:2])=[O:5])[C:19]=1[C:20](=[O:21])[C:22]1[CH:27]=[CH:26][CH:25]=[C:24]([Cl:28])[CH:23]=1. Procedure details: The title compound was prepared according to the procedure described in step 2 of Example 1 from 2-(ethoxycarbonylamino)-5-nitrobenzonitrile (Example 96, step 1) and 2-bromo-3′-chloroacetophenone. Yield: 111.1%. Reagents/catalysts: [Pd] (palladium/carbon). Reaction conditions: time 24 hour. The solvent is C1CCOC1 (THF). The reactants are C(C1=CC=CC=C1)OC(=O)C1CC2=CC=C(C=C2CC1)C(CCCCCCCCC)=O (6-decanoyl-1,2,3,4-tetrahydro-2-naphthalenecarboxylic acid benzyl ester), [H][H] (hydrogen). Reported procedure: 50 mL of a THF solution containing 3.79 g (8.69 mmol) of 6-decanoyl-1,2,3,4-tetrahydro-2-naphthalenecarboxylic acid benzyl ester and 0.43 g of 5% palladium/carbon was placed in a hydrogen atmosphere, using a baloon, and was stirred at room temperature for 24 hours. The reaction mixture was filtered and by concentrating the filtrate, there was obtained 3.19 g of 6-decanoyl-1,2,3,4-tetrahydro-2-naphthalenecarboxylic acid. The yield was 100%. RXN SMILES: C([O:8][C:9]([CH:11]1[CH2:20][CH2:19][C:18]2[C:13](=[CH:14][CH:15]=[C:16]([C:21](=[O:31])[CH2:22][CH2:23][CH2:24][CH2:25][CH2:26][CH2:27][CH2:28][CH2:29][CH3:30])[CH:17]=2)[CH2:12]1)=[O:10])C1C=CC=CC=1.[H][H]>[Pd].C1COCC1>[C:21]([C:16]1[CH:17]=[C:18]2[C:13](=[CH:14][CH:15]=1)[CH2:12][CH:11]([C:9]([OH:10])=[O:8])[CH2:20][CH2:19]2)(=[O:31])[CH2:22][CH2:23][CH2:24][CH2:25][CH2:26][CH2:27][CH2:28][CH2:29][CH3:30]. The product is C(CCCCCCCCC)(=O)C=1C=C2CCC(CC2=CC1)C(=O)O (6-decanoyl-1,2,3,4-tetrahydro-2-naphthalenecarboxylic acid). Solvent: O1CCCC1 (tetrahydrofuran), O1CCCC1 (tetrahydrofuran), O1CCCC1 (tetrahydrofuran), CCCCCC (hexane), O1CCCC1 (tetrahydrofuran). Reactants: CC1=C(C(CCC1)(C)C)C#C (1,3,3-trimethyl-2-ethynylcyclohexene), fused zinc chloride, alkynyl zinc, BrC=1C=C2C=CC(=CC2=CC1)C(=O)OCC (ethyl 6-bromo-2-naphthoate), C(CCC)[Li] (n-butyllithium), Cl (HCl), resultant mixture. As a reaction SMILES: [CH3:1][C:2]1[CH2:7][CH2:6][CH2:5][C:4]([CH3:9])([CH3:8])[C:3]=1[C:10]#[CH:11].C([Li])CCC.Br[C:18]1[CH:19]=[C:20]2[C:25](=[CH:26][CH:27]=1)[CH:24]=[C:23]([C:28]([O:30][CH2:31][CH3:32])=[O:29])[CH:22]=[CH:21]2.Cl>O1CCCC1.CCCCCC.C1C=CC([P]([Pd]([P](C2C=CC=CC=2)(C2C=CC=CC=2)C2C=CC=CC=2)([P](C2C=CC=CC=2)(C2C=CC=CC=2)C2C=CC=CC=2)[P](C2C=CC=CC=2)(C2C=CC=CC=2)C2C=CC=CC=2)(C2C=CC=CC=2)C2C=CC=CC=2)=CC=1>[CH3:1][C:2]1[CH2:7][CH2:6][CH2:5][C:4]([CH3:8])([CH3:9])[C:3]=1[C:10]#[C:11][C:18]1[CH:19]=[C:20]2[C:25](=[CH:26][CH:27]=1)[CH:24]=[C:23]([C:28]([O:30][CH2:31][CH3:32])=[O:29])[CH:22]=[CH:21]2 |^1:48,50,69,88|. The reagents and catalysts are C=1C=CC(=CC1)[P](C=2C=CC=CC2)(C=3C=CC=CC3)[Pd]([P](C=4C=CC=CC4)(C=5C=CC=CC5)C=6C=CC=CC6)([P](C=7C=CC=CC7)(C=8C=CC=CC8)C=9C=CC=CC9)[P](C=1C=CC=CC1)(C=1C=CC=CC1)C=1C=CC=CC1 (tetrakis(triphenylphosphine)palladium). Reaction conditions: temperature 0 celsius, time 10 minute. Product: CC1=C(C(CCC1)(C)C)C#CC=1C=C2C=CC(=CC2=CC1)C(=O)OCC (Ethyl 6-[2-(2,6,6-trimethylcyclohex-1-enyl)ethynyl]-2-naphthoate). Reported procedure: To a solution of 0.503 g (3.3916 mmol) 1,3,3-trimethyl-2-ethynylcyclohexene (G. Kobrich et al. Chem Ber., 1966, 99,689.) in 4 ml of dry tetrahydrofuran at 0 degrees C. under argon was added dropwise 2.1 ml of 1.6M (3.36 mmol) of n-butyllithium in hexane. This mixture was stirred at 0 degrees C. for 10 minutes, at room temperature for 10 minutes and cooled again to 0 degrees C. To this was added, via cannula, a solution of 0.480 g (3.52 mmol) fused zinc chloride in 4 ml of tetrahydrofuran with st... The reactants are ClC1=CC=C2C(=CC(=NC2=C1)C#N)C1=C(C=C(C=C1)OC)F (7-Chloro-4-(2-fluoro-4-methoxyphenyl)quinoline-2-carbonitrile), Cl.CO (HCl MeOH), CO (MeOH). Conditions: temperature 60 celsius. Product: ClC1=CC=C2C(=CC(=NC2=C1)C(=O)OC)C1=C(C=C(C=C1)OC)F (methyl 7-chloro-4-(2-fluoro-4-methoxyphenyl)quinoline-2-carboxylate). Yield: 90.0%. As a reaction SMILES: [Cl:1][C:2]1[CH:11]=[C:10]2[C:5]([C:6]([C:14]3[CH:19]=[CH:18][C:17]([O:20][CH3:21])=[CH:16][C:15]=3[F:22])=[CH:7][C:8]([C:12]#N)=[N:9]2)=[CH:4][CH:3]=1.Cl.[CH3:24][OH:25].C[OH:27]>>[Cl:1][C:2]1[CH:11]=[C:10]2[C:5]([C:6]([C:14]3[CH:19]=[CH:18][C:17]([O:20][CH3:21])=[CH:16][C:15]=3[F:22])=[CH:7][C:8]([C:12]([O:25][CH3:24])=[O:27])=[N:9]2)=[CH:4][CH:3]=1 |f:1.2|. Procedure: 7-Chloro-4-(2-fluoro-4-methoxyphenyl)quinoline-2-carbonitrile (4.4 g, 14.07 mmol) was suspended in MeOH (70.3 ml), added 200 ml sat HCl/MeOH and then heated to 60° C. for 4 hours. The reaction was allowed to cool to ambient temperature and then was concentrated. The residue was dissolved in EtOAc and then washed with 1:1 1N NaOH/sat NaHCO3, brine, dried (MgSO4) and concentrated to afford methyl 7-chloro-4-(2-fluoro-4-methoxyphenyl)quinoline-2-carboxylate (4.4 g, 12.73 mmol, 90% yield) as a yello... Reactants: ClC1=CC=C2C(C(C3=C(OC4(CCNCC4)CS3)C2=C1)=O)=O (9-chlorospiro[naphtho[1,2-b][1,4]oxathiine-2,4′-piperidine]-5,6-dione), C(C)(C)(C)C1=CC=C(OC[C@H]2OC2)C=C1 ((2S)-2-[(4-tert-butylphenoxy)methyl]oxirane). The product is C(C)(C)(C)C1=CC=C(OC[C@H](CN2CCC3(CC2)CSC2=C(O3)C3=CC(=CC=C3C(C2=O)=O)Cl)O)C=C1 (1′-[(2S)-3-(4-tert-butylphenoxy)-2-hydroxypropyl]-9-chlorospiro[naphtho[1,2-b][1,4]oxathiine-2,4′-piperidine]-5,6-dione). As a reaction SMILES: [Cl:1][C:2]1[CH:20]=[C:19]2[C:5]([C:6](=[O:22])[C:7](=[O:21])[C:8]3[S:18][CH2:17][C:11]4([CH2:16][CH2:15][NH:14][CH2:13][CH2:12]4)[O:10][C:9]=32)=[CH:4][CH:3]=1.[C:23]([C:27]1[CH:37]=[CH:36][C:30]([O:31][CH2:32][C@@H:33]2[CH2:35][O:34]2)=[CH:29][CH:28]=1)([CH3:26])([CH3:25])[CH3:24]>>[C:23]([C:27]1[CH:37]=[CH:36][C:30]([O:31][CH2:32][C@@H:33]([OH:34])[CH2:35][N:14]2[CH2:15][CH2:16][C:11]3([O:10][C:9]4[C:19]5[C:5]([C:6](=[O:22])[C:7](=[O:21])[C:8]=4[S:18][CH2:17]3)=[CH:4][CH:3]=[C:2]([Cl:1])[CH:20]=5)[CH2:12][CH2:13]2)=[CH:29][CH:28]=1)([CH3:24])([CH3:25])[CH3:26]. Reported procedure: Compound 192 was synthesized using 9-chlorospiro[naphtho[1,2-b][1,4]oxathiine-2,4′-piperidine]-5,6-dione, (2S)-2-[(4-tert-butylphenoxy)methyl]oxirane and conditions outlined in procedure Y. M.p.=94-97° C.; 400 MHz 1H NMR (DMSO-d6) δ: 7.89 (d, J=8.4 Hz, 1H), 7.67-7.62 (m, 2H), 7.28 (d, J=8.8 Hz, 2H), 6.85 (d, J=8.8 Hz, 2H), 4.86 (d, J=4.4 Hz, 1H), 4.0-3.92 (m, 2H), 3.87-3.83 (m, 1H), 3.08 (s, 2H), 2.84-2.75 (m, 2H), 2.48-2.41 (m, 4H), 2.02-1.94 (m, 2H), 1.86-1.76 (m, 2H), 1.25 (s, 9H); LCMS: 542 ... The reactants are OC(CC(=O)OC(C)(C)C)C1=C(C=CC=C1)CCCCCCCCC1=CC=CC=C1 (tert-butyl 3-hydroxy-3-[2-(8-phenyloctyl)phenyl]propionate), COC=1C=C(C(=O)O)C=CC1CS (3-methoxy-4-mercaptomethylbenzoic acid), FC(C(=O)O)(F)F (trifluoroacetic acid). The solvent is C(Cl)Cl (methylene chloride). Conditions: time 4 hour. Product: C(=O)(O)C1=CC(=C(C=C1)CSC(CC(=O)O)C1=C(C=CC=C1)CCCCCCCCC1=CC=CC=C1)OC (3-(4-Carboxy-2-methoxyphenylmethylthio)-3-[2-(8-phenyloctyl)phenyl]propionic acid). Reaction SMILES: O[CH:2]([C:11]1[CH:16]=[CH:15][CH:14]=[CH:13][C:12]=1[CH2:17][CH2:18][CH2:19][CH2:20][CH2:21][CH2:22][CH2:23][CH2:24][C:25]1[CH:30]=[CH:29][CH:28]=[CH:27][CH:26]=1)[CH2:3][C:4]([O:6]C(C)(C)C)=[O:5].[CH3:31][O:32][C:33]1[CH:34]=[C:35]([CH:39]=[CH:40][C:41]=1[CH2:42][SH:43])[C:36]([OH:38])=[O:37].FC(F)(F)C(O)=O>C(Cl)Cl>[C:36]([C:35]1[CH:39]=[CH:40][C:41]([CH2:42][S:43][CH:2]([C:11]2[CH:16]=[CH:15][CH:14]=[CH:13][C:12]=2[CH2:17][CH2:18][CH2:19][CH2:20][CH2:21][CH2:22][CH2:23][CH2:24][C:25]2[CH:26]=[CH:27][CH:28]=[CH:29][CH:30]=2)[CH2:3][C:4]([OH:6])=[O:5])=[C:33]([O:32][CH3:31])[CH:34]=1)([OH:38])=[O:37]. Procedure: A solution of 0.54 g (1.32 mmol) of tert-butyl 3-hydroxy-3-[2-(8-phenyloctyl)phenyl]propionate and 0.52 gm, (2.64 mmol) of 3-methoxy-4-mercaptomethylbenzoic acid in 10 ml of methylene chloride at 0° was treated dropwise with 20 ml of trifluoroacetic acid. Stirring was continued at 0° for 4 hours and 221 for 1 hour, and all the solvents were thoroughly evaporated. The residue was crystallized first from H2O/MECN (1:4), and then from Me2CO/hexane, and to yield the product, 0.26 gm. nmr (CDCl3 /Me2...